This data is from the Open Reaction Database (ORD), a public repository of structured organic reaction records. The task is: describe an organic reaction: reactants, conditions, products, and yield Product: O=S(=O)(Nc1ccc(N2CCC(NCC(O)COc3ccc(O)cc3)CC2)cc1)c1ccc(S(=O)(=O)c2ccc(C(F)(F)F)cn2)s1. The reactants are NCC(O)COc1ccc(O)cc1, O=C1CCN(c2ccc(NS(=O)(=O)c3ccc(S(=O)(=O)c4ccc(C(F)(F)F)cn4)s3)cc2)CC1. Reaction SMILES: [NH2:36][CH2:37][CH:38]([CH2:39][O:40][c:41]1[cH:42][cH:43][c:44]([OH:47])[cH:45][cH:46]1)[OH:48].[O:1]=[C:2]1[CH2:3][CH2:4][N:5]([c:8]2[cH:9][cH:10][c:11]([NH:14][S:15](=[O:16])(=[O:17])[c:18]3[s:19][c:20]([S:23](=[O:24])(=[O:25])[c:26]4[n:27][cH:28][c:29]([C:32]([F:33])([F:34])[F:35])[cH:30][cH:31]4)[cH:21][cH:22]3)[cH:12][cH:13]2)[CH2:6][CH2:7]1>>[CH:2]1([NH:36][CH2:37][CH:38]([CH2:39][O:40][c:41]2[cH:42][cH:43][c:44]([OH:47])[cH:45][cH:46]2)[OH:48])[CH2:3][CH2:4][N:5]([c:8]2[cH:9][cH:10][c:11]([NH:14][S:15](=[O:16])(=[O:17])[c:18]3[s:19][c:20]([S:23](=[O:24])(=[O:25])[c:26]4[n:27][cH:28][c:29]([C:32]([F:33])([F:34])[F:35])[cH:30][cH:31]4)[cH:21][cH:22]3)[cH:12][cH:13]2)[CH2:6][CH2:7]1. As a reaction SMILES: Br[CH2:2][C:3](=O)[CH2:4][CH2:5][CH2:6][N:7]1[C:15](=[O:16])[C:14]2[C:9](=[CH:10][CH:11]=[CH:12][CH:13]=2)[C:8]1=[O:17].[C:19]([NH2:27])(=[NH:26])[C:20]1[CH:25]=[CH:24][CH:23]=[CH:22][CH:21]=1.C(=O)([O-])[O-].[K+].[K+]>CN(C=O)C>[C:20]1([C:19]2[NH:26][CH:2]=[C:3]([CH2:4][CH2:5][CH2:6][N:7]3[C:15](=[O:16])[C:14]4[C:9](=[CH:10][CH:11]=[CH:12][CH:13]=4)[C:8]3=[O:17])[N:27]=2)[CH:25]=[CH:24][CH:23]=[CH:22][CH:21]=1 |f:2.3.4|. Run at temperature 80 celsius, time 4 hour. Solvent: CN(C)C=O (DMF). Yields the product C1(=CC=CC=C1)C=1NC=C(N1)CCCN1C(C2=CC=CC=C2C1=O)=O (2-[3-(2-phenyl-1H-imidazol-4-yl)-propyl]-isoindole-1,3-dione). Yield: 67.6%. Reported procedure: To a solution of 2-(5-bromo-4-oxo-pentyl)-isoindole-1,3-dione [CAS 41306-64-3](12.4 g) in abs. DMF (50 ml) was added benzamidine 85% (5.65 g) and potassium carbonate (11.05 g). The reaction mixture was stirred at 80° C. for 4 h, concentrated under high vacuum, quenched with water and extracted with ethyl acetate. The organic phase was washed with ice/water and brine, dried over magnesium sulphate and concentrated. The residue was purified by chromatography on silica gel using methylene chloride/... Reactants: C(C1=CC=CC=C1)(=N)N (benzamidine), C([O-])([O-])=O.[K+].[K+] (potassium carbonate), BrCC(CCCN1C(C2=CC=CC=C2C1=O)=O)=O (2-(5-bromo-4-oxo-pentyl)-isoindole-1,3-dione). The reactants are solution, C(C)(=O)Cl (acetyl chloride), Cl.BrC1=CC=C(C=C1)N1C(NN=C1C[C@H]1CNCC1)=O (4-(4-bromophenyl)-5-[(3S)-3-pyrrolidinylmethyl]-2,4-dihydro-3H-1,2,4-triazol-3-one hydrochloride), C(C)(C)N(C(C)C)CC (N,N-Diisopropylethylamine), C(C)(=O)Cl (acetyl chloride). Solvent: ClCCl (dichloromethane), ClCCl (dichloromethane), ClCCl (dichloromethane), ClCCl (dichloromethane). Run at time 1 minute. The product is C(C)(=O)Cl (acetyl chloride), C(C)(=O)N1C[C@@H](CC1)CC=1N(C(NN1)=O)C1=CC=C(C=C1)Br (5-{[(3S)-1-acetyl-3-pyrrolidinyl]methyl}-4-(4-bromophenyl)-2,4-dihydro-3H-1,2,4-triazol-3-one). The yield is 101.1%. As a reaction SMILES: Cl.[Br:2][C:3]1[CH:8]=[CH:7][C:6]([N:9]2[C:13]([CH2:14][C@@H:15]3[CH2:19][CH2:18][NH:17][CH2:16]3)=[N:12][NH:11][C:10]2=[O:20])=[CH:5][CH:4]=1.C(N(CC)C(C)C)(C)C.[C:30]([Cl:33])(=[O:32])[CH3:31]>ClCCl>[C:30]([Cl:33])(=[O:32])[CH3:31].[C:30]([N:17]1[CH2:18][CH2:19][C@@H:15]([CH2:14][C:13]2[N:9]([C:6]3[CH:7]=[CH:8][C:3]([Br:2])=[CH:4][CH:5]=3)[C:10](=[O:20])[NH:11][N:12]=2)[CH2:16]1)(=[O:32])[CH3:31] |f:0.1|. Procedure details: In 4 mL screwcap vial was placed 4-(4-bromophenyl)-5-[(3S)-3-pyrrolidinylmethyl]-2,4-dihydro-3H-1,2,4-triazol-3-one hydrochloride (0.417 mmol) and 1 mL dichloromethane. N,N-Diisopropylethylamine (1.374 mmol) was added. The vial contents were stirred for 1 min. In a separate vial, acetyl chloride (0.417 mmol) was diluted with 1 mL dichloromethane and added to the prior solution dropwise via pipette. The vial was capped and the reaction was stirred at room temperature overnight. Analysis by LCMS d... Reactants: C(C)(C)(C)C1=CC=C(C(=O)Cl)C=C1 (4-tert-butylbenzoyl chloride), NC1=C(C(=O)NC2=CC=C(C=C2)OC)C=C(C=C1)C (2-amino-N-(4-methoxyphenyl)-5-methylbenzamide). Product: C(C)(C)(C)C1=CC=C(C(=O)NC2=C(C(=O)NC3=CC=C(C=C3)OC)C=C(C=C2)C)C=C1 (2-[(4-tert-Butylbenzoyl)amino]-N-(4-methoxyphenyl)-5-methylbenzamide). The yield is 46.0%. RXN SMILES: [C:1]([C:5]1[CH:13]=[CH:12][C:8]([C:9](Cl)=[O:10])=[CH:7][CH:6]=1)([CH3:4])([CH3:3])[CH3:2].[NH2:14][C:15]1[CH:31]=[CH:30][C:29]([CH3:32])=[CH:28][C:16]=1[C:17]([NH:19][C:20]1[CH:25]=[CH:24][C:23]([O:26][CH3:27])=[CH:22][CH:21]=1)=[O:18]>>[C:1]([C:5]1[CH:13]=[CH:12][C:8]([C:9]([NH:14][C:15]2[CH:31]=[CH:30][C:29]([CH3:32])=[CH:28][C:16]=2[C:17]([NH:19][C:20]2[CH:21]=[CH:22][C:23]([O:26][CH3:27])=[CH:24][CH:25]=2)=[O:18])=[O:10])=[CH:7][CH:6]=1)([CH3:4])([CH3:3])[CH3:2]. Procedure: Using the procedure described in Example 93, Part A, 4-tert-butylbenzoyl chloride (1.3 mmol) and 2-amino-N-(4-methoxyphenyl)-5-methylbenzamide (1.2 mmol) yielded 0.23 g (47%) of the title compound.